From a dataset of the Open Reaction Database (ORD), a public repository of structured organic reaction records. describe an organic reaction: reactants, conditions, products, and yield The reactants are C=CC(=O)OC, C1CN2CCN1CC2, O=CCCCCc1ccccc1. Yields the product C=C(C(=O)OC)C(O)CCCCc1ccccc1. RXN SMILES: [C:13]([CH:14]=[CH2:15])(=[O:16])[O:17][CH3:18].[N:19]12[CH2:20][CH2:21][N:22]([CH2:23][CH2:24]1)[CH2:25][CH2:26]2.[c:1]1([CH2:7][CH2:8][CH2:9][CH2:10][CH:11]=[O:12])[cH:2][cH:3][cH:4][cH:5][cH:6]1>>[c:1]1([CH2:7][CH2:8][CH2:9][CH2:10][CH:11]([OH:12])[C:14]([C:13](=[O:16])[O:17][CH3:18])=[CH2:15])[cH:2][cH:3][cH:4][cH:5][cH:6]1.